From a dataset of the Open Reaction Database (ORD), a public repository of structured organic reaction records. describe an organic reaction: reactants, conditions, products, and yield The reactants are NC1=CC(=C(C=C1)C1=NC(=NC=2OC(CN(C(C21)=O)CC)(C)C)N2[C@H](COCC2)C)F (4-(4-amino-2-fluorophenyl)-6-ethyl-8,8-dimethyl-2-((S)-3-methylmorpholin-4-yl)-7,8-dihydro-6H-9-oxa-1,3,6-triazabenzocyclohepten-5-one), NC1=CC=NC=C1 (4-aminopyridine), C(=O)(Cl)Cl (phosgene), CCN(C(C)C)C(C)C (DIEA), solution. The solvent is CN(C)C=O (DMF), O (water), C1(=CC=CC=C1)C (toluene), O1CCOCC1 (dioxane). Reaction conditions: temperature 50 celsius. The product is C(C)N1C(C2=C(OC(C1)(C)C)N=C(N=C2C2=C(C=C(C=C2)NC(=O)NC2=CC=NC=C2)F)N2[C@H](COCC2)C)=O (1-{4-[6-ethyl-8,8-dimethyl-2-((S)-3-methylmorpholin-4-yl)-5-oxo-5,6,7,8-tetrahydro-9-oxa-1,3,6-triazabenzocyclohepten-4-yl]-3-fluorophenyl}-3-pyridin-4-ylurea). As a reaction SMILES: [NH2:1][C:2]1[CH:7]=[CH:6][C:5]([C:8]2[C:18]3[C:17](=[O:19])[N:16]([CH2:20][CH3:21])[CH2:15][C:14]([CH3:23])([CH3:22])[O:13][C:12]=3[N:11]=[C:10]([N:24]3[CH2:29][CH2:28][O:27][CH2:26][C@@H:25]3[CH3:30])[N:9]=2)=[C:4]([F:31])[CH:3]=1.CCN(C(C)C)C(C)C.[C:41](Cl)(Cl)=[O:42].[NH2:45][C:46]1[CH:51]=[CH:50][N:49]=[CH:48][CH:47]=1>O1CCOCC1.C1(C)C=CC=CC=1.CN(C=O)C.O>[CH2:20]([N:16]1[CH2:15][C:14]([CH3:22])([CH3:23])[O:13][C:12]2[N:11]=[C:10]([N:24]3[CH2:29][CH2:28][O:27][CH2:26][C@@H:25]3[CH3:30])[N:9]=[C:8]([C:5]3[CH:6]=[CH:7][C:2]([NH:1][C:41]([NH:45][C:46]4[CH:51]=[CH:50][N:49]=[CH:48][CH:47]=4)=[O:42])=[CH:3][C:4]=3[F:31])[C:18]=2[C:17]1=[O:19])[CH3:21]. Procedure details: 150 mg (394 μmol) of 4-(4-amino-2-fluorophenyl)-6-ethyl-8,8-dimethyl-2-((S)-3-methylmorpholin-4-yl)-7,8-dihydro-6H-9-oxa-1,3,6-triazabenzocyclohepten-5-one are suspended in 4 ml anhydrous dioxane under argon. 92 μl (524 μmol) of DIEA are added, followed by 276 μl of a 1.9M solution of phosgene in toluene, after which the mixture is heated at 50° C. for 30 minutes. The resulting mixture is allowed to cool, followed by addition of 202 mg (2.10 mmol) of 4-aminopyridine dissolved in 2 ml of anhydrou... The reactants are COC=1C=C2C(=NC=NC2=CC1OC[C@@H]1OC1)OC=1C=C2C(=CNC2=CC1)C ((2R)-6-methoxy-4-(3-methylindol-5-yloxy)-7-(oxiran-2-ylmethoxy)quinazoline), CN1CCNCC1 (1-methylpiperazine), CN(C)C=O (DMF). Run at temperature 60 celsius, time 24 hour. The product is O[C@@H](COC1=C(C=C2C(=NC=NC2=C1)OC=1C=C2C(=CNC2=CC1)C)OC)CN1CCN(CC1)C ((2R)-7-(2-hydroxy-3-(4-methylpiperazin-1-yl)propoxy)-6-methoxy-4-(3-methylindol-5-yloxy)quinazoline). Yield: 80.0%. As a reaction SMILES: [CH3:1][O:2][C:3]1[CH:4]=[C:5]2[C:10](=[CH:11][C:12]=1[O:13][CH2:14][C@H:15]1C[O:16]1)[N:9]=[CH:8][N:7]=[C:6]2[O:18][C:19]1[CH:20]=[C:21]2[C:25](=[CH:26][CH:27]=1)[NH:24][CH:23]=[C:22]2[CH3:28].[CH3:29][N:30]1[CH2:35][CH2:34][NH:33][CH2:32][CH2:31]1.[CH3:36]N(C=O)C>>[OH:16][C@H:15]([CH2:29][N:30]1[CH2:35][CH2:34][N:33]([CH3:36])[CH2:32][CH2:31]1)[CH2:14][O:13][C:12]1[CH:11]=[C:10]2[C:5]([C:6]([O:18][C:19]3[CH:20]=[C:21]4[C:25](=[CH:26][CH:27]=3)[NH:24][CH:23]=[C:22]4[CH3:28])=[N:7][CH:8]=[N:9]2)=[CH:4][C:3]=1[O:2][CH3:1]. Reported procedure: A mixture of (2R)-6-methoxy-4-(3-methylindol-5-yloxy)-7-(oxiran-2-ylmethoxy)quinazoline (350 mg, 0.93 mmol), (prepared as described in Example 278), and 1-methylpiperazine (0.31 ml, 2.78 mmol) in DMF (5 ml) was stirred at 60° C. for 24 hours and allowed to cool to ambient temperature. The solvents were removed in vacuo and the residue purified by silica column chromatography using gradient elution (dichloromethane, 5% methanol/95% dichloromethane, methanol/dichloromethane/0.880 saturated aqueous...